From a dataset of the Open Reaction Database (ORD), a public repository of structured organic reaction records. describe an organic reaction: reactants, conditions, products, and yield The reactants are CCOC(=O)C (EtOAc), O (water), FC=1C=C(C=NC1)OCC(=O)N (2-((5-fluoropyridin-3-yl)oxy)acetamide), FC=1C=C(C=CC1N1CCOCC1)NC(CC(C)=O)=O (N-(3-fluoro-4-morpholinophenyl)-3-oxobutanamide). The reagents and catalysts are C(C)(C)[O-].C(C)(C)[O-].C(C)(C)[O-].C(C)(C)[O-].[Ti+4] (titanium tetraisopropanolate). Solvent: C=1(C(=CC=CC1)C)C (xylene). Yields the product FC=1C=C(C=CC1N1CCOCC1)N1C(=NC(=CC1=O)C)COC=1C=NC=C(C1)F (3-(3-fluoro-4-morpholinophenyl)-2-(((5-fluoropyridin-3-yl)oxy)methyl)-6-methyl-pyrimidin-4(3H)-one). Isolated yield 26.6%. As a reaction SMILES: [F:1][C:2]1[CH:3]=[C:4]([O:8][CH2:9][C:10]([NH2:12])=O)[CH:5]=[N:6][CH:7]=1.[F:13][C:14]1[CH:15]=[C:16]([NH:26][C:27](=[O:32])[CH2:28][C:29](=O)[CH3:30])[CH:17]=[CH:18][C:19]=1[N:20]1[CH2:25][CH2:24][O:23][CH2:22][CH2:21]1.CCOC(C)=O.O>C1(C)C(C)=CC=CC=1.C([O-])(C)C.C([O-])(C)C.C([O-])(C)C.C([O-])(C)C.[Ti+4]>[F:13][C:14]1[CH:15]=[C:16]([N:26]2[C:27](=[O:32])[CH:28]=[C:29]([CH3:30])[N:12]=[C:10]2[CH2:9][O:8][C:4]2[CH:5]=[N:6][CH:7]=[C:2]([F:1])[CH:3]=2)[CH:17]=[CH:18][C:19]=1[N:20]1[CH2:25][CH2:24][O:23][CH2:22][CH2:21]1 |f:5.6.7.8.9|. Procedure: To a mixture of 2-((5-fluoropyridin-3-yl)oxy)acetamide (200 mg, 1.18 mmol) and N-(3-fluoro-4-morpholinophenyl)-3-oxobutanamide (330 mg, 1.18 mmol) in xylene (10 mL) was added titanium tetraisopropanolate (2.7 mg, 9.5 mmol) and the mixture was refluxed for 50 h. The mixture was cooled to rt and 60 mL of EtOAc and 10 mL of water were added. The resulting mixture was filtered and the filtrate was concentrated in vacuo. The residue was purified by a silica gel column chromatography (PE/EtOAc (V/V)=1... The reactants are FC1(COC1)C=1C(=CC(=NC1)C(=O)NC(C(=O)OCC)(C)C1=NOC(=N1)C)O[C@H](C(F)(F)F)C (ethyl 2-[[5-(3-fluorooxetan-3-yl)-4-[(1S)-2,2,2-trifluoro-1-methyl-ethoxy]pyridine-2-carbonyl]amino]-2-(5-methyl-1,2,4-oxadiazol-3-yl)propanoate), O (water), LiOH monohydrate. Run in C(C)(=O)OCC (ethyl acetate), C1CCOC1 (THF). Run at time 8 hour. Product: FC1(COC1)C=1C(=CC(=NC1)C(=O)NC(C(=O)O)(C)C1=NOC(=N1)C)O[C@H](C(F)(F)F)C (2-[[5-(3-fluorooxetan-3-yl)-4-[(1S)-2,2,2-trifluoro-1-methyl-ethoxy]pyridine-2-carbonyl]amino]-2-(5-methyl-1,2,4-oxadiazol-3-yl)propanoic acid). Yield: 127.2%. RXN SMILES: [F:1][C:2]1([C:6]2[C:7]([O:28][C@@H:29]([CH3:34])[C:30]([F:33])([F:32])[F:31])=[CH:8][C:9]([C:12]([NH:14][C:15]([C:22]3[N:26]=[C:25]([CH3:27])[O:24][N:23]=3)([CH3:21])[C:16]([O:18]CC)=[O:17])=[O:13])=[N:10][CH:11]=2)[CH2:5][O:4][CH2:3]1.O>C1COCC1.C(OCC)(=O)C>[F:1][C:2]1([C:6]2[C:7]([O:28][C@@H:29]([CH3:34])[C:30]([F:31])([F:33])[F:32])=[CH:8][C:9]([C:12]([NH:14][C:15]([C:22]3[N:26]=[C:25]([CH3:27])[O:24][N:23]=3)([CH3:21])[C:16]([OH:18])=[O:17])=[O:13])=[N:10][CH:11]=2)[CH2:5][O:4][CH2:3]1. Procedure: To a solution of ethyl 2-[[5-(3-fluorooxetan-3-yl)-4-[(1S)-2,2,2-trifluoro-1-methyl-ethoxy]pyridine-2-carbonyl]amino]-2-(5-methyl-1,2,4-oxadiazol-3-yl)propanoate (example 183a, 150 mg, 306 μmol) in a mixture of THF (2 ml)/water (1 ml) was added LiOH monohydrate (25.7 mg, 612 μmol). The reaction mixture was sonicated to dissolve the solids. The reaction was stirred at room temperature overnight. The reaction mixture was diluted with ethyl acetate and extracted with 1 mL of an aqueous solution 2M ... The reactants are [C-]#N.[K+] (potassium cyanide), OO (hydrogen peroxide), O1CCC(CC1)=O (tetrahydro-4H-pyran-4-one), C(=O)(OC(C)(C)C)N1CCNCC1 (1-Boc-piperazine), [OH-].[Na+] (sodium hydroxide), C(C)(C)(C)OC(=O)N1CCN(CC1)C1(CCOCC1)C#N (4-(4-cyano-tetrahydro-pyran-4-yl)-piperazine-1-carboxylic acid tert-butyl ester), material, crude mixture. The solvent is O (water), O (water), CO (methanol), CO (methanol). Run at time 8 hour. Yields the product C(C)(C)(C)OC(=O)N1CCN(CC1)C1(CCOCC1)C(N)=O (4-(4-carbamoyl-tetrahydro-pyran-4-yl)-piperazine-1-carboxylic acid tert-butyl ester). As a reaction SMILES: [O:1]1CCC(=O)CC1.C(N1CCNCC1)(OC(C)(C)C)=O.[C-]#N.[K+].[C:24]([O:28][C:29]([N:31]1[CH2:36][CH2:35][N:34]([C:37]2([C:43]#[N:44])[CH2:42][CH2:41][O:40][CH2:39][CH2:38]2)[CH2:33][CH2:32]1)=[O:30])([CH3:27])([CH3:26])[CH3:25].[OH-].[Na+].OO>CO.O>[C:24]([O:28][C:29]([N:31]1[CH2:32][CH2:33][N:34]([C:37]2([C:43](=[O:1])[NH2:44])[CH2:38][CH2:39][O:40][CH2:41][CH2:42]2)[CH2:35][CH2:36]1)=[O:30])([CH3:27])([CH3:25])[CH3:26] |f:2.3,5.6|. Reported procedure: To a mixture of tetrahydro-4H-pyran-4-one (500 mg, 5.00 mmol) and 1-Boc-piperazine (930 mg, 5.00 mmol) in methanol (10 mL) at 0° C. was added dropwise a solution of potassium cyanide (325 mg, 5.00 mmol) in water (1 mL). The mixture was warmed to room temperature and stirred overnight. The mixture was partitioned between ethyl acetate and water. The combined organic layers were washed with brine, separated and dried (MgSO4) to yield a 1:1 mixture of 4-(4-cyano-tetrahydro-pyran-4-yl)-piperazine-1-...